Dataset: the Open Reaction Database (ORD), a public repository of structured organic reaction records. Task: describe an organic reaction: reactants, conditions, products, and yield Starting materials: CCCCCCCCCCCCCCCCNc1ccc(C#CC(=O)O)cc1, CCCCCCCCCCCCCCCCNc1ccc(C#CC(=O)O)cc1, [Cl-], Cl. Yields the product CCCCCCCCCCCCCCCCNc1ccc(C#CC(N)=O)cc1. As a reaction SMILES: [CH2:1]([CH2:2][CH2:3][CH2:4][CH2:5][CH2:6][CH2:7][CH2:8][CH2:9][CH2:10][CH2:11][CH2:12][CH2:13][CH2:14][CH2:15][CH3:16])[NH:17][c:18]1[cH:19][cH:20][c:21]([C:24]#[C:25][C:26](=[O:27])[OH:28])[cH:22][cH:23]1.[CH2:31]([CH2:43][CH2:44][CH2:45][CH2:46][CH2:48][CH2:49][CH2:50][CH2:51][CH2:52][CH2:53][CH2:54][CH2:55][CH2:56][CH2:57][CH3:58])[NH:47][c:32]1[cH:33][cH:34][c:35]([C:36]#[C:37][C:38]([OH:39])=[O:40])[cH:41][cH:42]1.[Cl-:30].[ClH:29]>>[CH2:1]([CH2:2][CH2:3][CH2:4][CH2:5][CH2:6][CH2:7][CH2:8][CH2:9][CH2:10][CH2:11][CH2:12][CH2:13][CH2:14][CH2:15][CH3:16])[NH:17][c:18]1[cH:19][cH:20][c:21]([C:24]#[C:25][C:26](=[O:28])[NH2:47])[cH:22][cH:23]1. Starting materials: FC=1C=C(C=C(C1)F)C[C@@H]([C@@H]1OC1)NC(OCC1=CC=CC=C1)=O (Benzyl (1S)-2-(3,5-difluorophenyl)-1-[(2S)-oxiranyl]ethylcarbamate), C(CC)N(C(=O)C=1C=C(C(=O)O)C=C(C1)CC)CCC (3-[(Dipropylamino)carbonyl]-5-ethylbenzoic acid), [C@@H]1(CCCC2=CC=CC=C12)N ((1S)-1,2,3,4-tetrahydro-1-naphthalenylamine), 5-Me-PHTH. Yields the product N(C1=CC=CC=C1)C[C@H]([C@H](CC1=CC(=CC(=C1)F)F)NC(C1=CC(C(=O)N(CCC)CCC)=CC(=C1)C)=O)O (N1-[(1S,2R)-3-anilino-1-(3,5-difluorobenzyl)-2-hydroxypropyl]-5-methyl-N3,N3-dipropylisophthalamide). As a reaction SMILES: [F:1][C:2]1[CH:3]=[C:4]([CH2:9][C@H:10]([NH:14][C:15](=[O:24])OCC2C=CC=CC=2)[C@H:11]2[CH2:13][O:12]2)[CH:5]=[C:6]([F:8])[CH:7]=1.[C@@H:25]1([NH2:35])[C:34]2[C:29](=CC=CC=2)[CH2:28][CH2:27][CH2:26]1.[CH2:36]([N:39]([CH2:53][CH2:54][CH3:55])[C:40]([C:42]1[CH:43]=[C:44]([CH:48]=[C:49]([CH2:51]C)[CH:50]=1)C(O)=O)=[O:41])[CH2:37][CH3:38]>>[NH:35]([CH2:13][C@@H:11]([OH:12])[C@@H:10]([NH:14][C:15](=[O:24])[C:44]1[CH:48]=[C:49]([CH3:51])[CH:50]=[C:42]([C:40]([N:39]([CH2:36][CH2:37][CH3:38])[CH2:53][CH2:54][CH3:55])=[O:41])[CH:43]=1)[CH2:9][C:4]1[CH:5]=[C:6]([F:8])[CH:7]=[C:2]([F:1])[CH:3]=1)[C:25]1[CH:34]=[CH:29][CH:28]=[CH:27][CH:26]=1. Reported procedure: Following the general procedure of EXAMPLEs 4, 5 and 6 and making non-critical variations but using tert-butyl (1S)-2-(3,5-difluorophenyl)-1-[(2S)-oxiranyl]ethylcarbamate (V), aniline (VI) and “5-Me-PHTH” (IX), the title compound is obtained, MH+=538.